From a dataset of the Open Reaction Database (ORD), a public repository of structured organic reaction records. describe an organic reaction: reactants, conditions, products, and yield Starting materials: Cl (hydrochloric acid), C(CCO)O (trimethylene glycol), [Cl-].COC[P+](C1=CC=CC=C1)(C1=CC=CC=C1)C1=CC=CC=C1 (methoxymethyltriphenylphosphonium chloride), CC(C)([O-])C.[K+] (potassium t-butoxide), FC=1C=C(C=C(C1)F)C1CCC(CC1)=O (4-(3,5-difluorophenyl)cyclohexanone). Reagents/catalysts: C1(=CC=C(C=C1)S(=O)(=O)O)C (p-toluenesulfonic acid). The solvent is CC(=O)C (acetone), C1(=CC=CC=C1)C (toluene), O (water), C1CCOC1 (THF), C1CCOC1 (THF). Run at temperature 0 celsius, time 2 hour. The product is C1C(C)OC(C2CCC(CC2)C2=CC(=CC(=C2)F)F)O1 (4-(3,5-difluorophenyl)cyclohexanecarboaldehyde propylene ketal). Isolated yield 91.7%. Reaction SMILES: [Cl-].[CH3:2][O:3]C[P+](C1C=CC=CC=1)(C1C=CC=CC=1)C1C=CC=CC=1.[CH3:24][C:25](C)([O-:27])[CH3:26].[K+].[F:30][C:31]1[CH:32]=[C:33]([CH:38]2[CH2:43][CH2:42][C:41](=O)[CH2:40][CH2:39]2)[CH:34]=[C:35]([F:37])[CH:36]=1.Cl.C(O)CCO>C1COCC1.C1(C)C=CC=CC=1.C1(C)C=CC(S(O)(=O)=O)=CC=1.CC(C)=O.O>[CH2:24]1[O:3][CH:2]([CH:41]2[CH2:42][CH2:43][CH:38]([C:33]3[CH:32]=[C:31]([F:30])[CH:36]=[C:35]([F:37])[CH:34]=3)[CH2:39][CH2:40]2)[O:27][CH:25]1[CH3:26] |f:0.1,2.3|. Procedure details: To 600 ml of THF was added 60 g (0.18 mol) of dried methoxymethyltriphenylphosphonium chloride and the mixture was cooled to 0° C. 20 g (0.18 mol) of potassium t-butoxide was gradually added thereto, and the mixture was stirred for 2 hours as at that temperature. To the reaction solution was added dropwise a solution of 26 g (0.12 mol) of 4-(3,5-difluorophenyl)cyclohexanone obtained above in 200 ml of THF, and the mixture was warmed to room temperature and stirred for 10 hours. After adding wate...